From a dataset of the Open Reaction Database (ORD), a public repository of structured organic reaction records. describe an organic reaction: reactants, conditions, products, and yield Yields the product COc1ccc(NNc2ccccc2)cc1. RXN SMILES: [CH3:18][CH2:19][OH:20].[CH3:1][O:2][c:3]1[cH:4][cH:5][c:6]([N:9]=[N:10][c:11]2[cH:12][cH:13][cH:14][cH:15][cH:16]2)[cH:7][cH:8]1.[Cl-:21].[NH4+:22].[OH2:17].[Zn:23]>>[CH3:1][O:2][c:3]1[cH:4][cH:5][c:6]([NH:9][NH:10][c:11]2[cH:12][cH:13][cH:14][cH:15][cH:16]2)[cH:7][cH:8]1. Starting materials: CCO, COc1ccc(N=Nc2ccccc2)cc1, [Cl-], [NH4+], O, [Zn]. Reactants: FC1=CC=C(OC2=CC(=C(N)C=C2)C)C=C1 (4-(4-fluorophenoxy)-2-methylaniline), C(C1=CC=CC=C1)OC[C@@H](C(=O)O)NC(=O)OC(C)(C)C ((S)-3-(benzyloxy)-2-(tert-butoxycarbonylamino)propanoic acid). Product: N[C@H](C(=O)NC1=C(C=C(C=C1)OC1=CC=C(C=C1)F)C)COCC1=CC=CC=C1 ((S)-2-amino-3-(benzyloxy)-N-(4-(4-fluorophenoxy)-2-methylphenyl)propanamide). Yield: 58.0%. Reaction SMILES: [F:1][C:2]1[CH:16]=[CH:15][C:5]([O:6][C:7]2[CH:13]=[CH:12][C:10]([NH2:11])=[C:9]([CH3:14])[CH:8]=2)=[CH:4][CH:3]=1.[CH2:17]([O:24][CH2:25][C@H:26]([NH:30]C(OC(C)(C)C)=O)[C:27](O)=[O:28])[C:18]1[CH:23]=[CH:22][CH:21]=[CH:20][CH:19]=1>>[NH2:30][C@@H:26]([CH2:25][O:24][CH2:17][C:18]1[CH:23]=[CH:22][CH:21]=[CH:20][CH:19]=1)[C:27]([NH:11][C:10]1[CH:12]=[CH:13][C:7]([O:6][C:5]2[CH:15]=[CH:16][C:2]([F:1])=[CH:3][CH:4]=2)=[CH:8][C:9]=1[CH3:14])=[O:28]. Procedure details: Proceeding as in Reference 5, but substituting 4-(4-fluorophenoxy)-2-methylaniline and (S)-3-(benzyloxy)-2-(tert-butoxycarbonylamino)propanoic acid, gave (S)-2-amino-3-(benzyloxy)-N-(4-(4-fluorophenoxy)-2-methylphenyl)propanamide (613 mg, 58%). The reactants are N#Cc1nc(-c2c(Cl)cc(C(F)(F)F)cc2Cl)[nH]c1C#N, Cl, [Na+], [OH-], O. Yields the product N#Cc1[nH]c(-c2c(Cl)cc(C(F)(F)F)cc2Cl)nc1C(N)=O. RXN SMILES: [Cl:1][c:2]1[c:3](-[c:13]2[nH:14][c:15]([C:20]#[N:21])[c:16]([C:18]#[N:19])[n:17]2)[c:4]([Cl:12])[cH:5][c:6]([C:8]([F:9])([F:10])[F:11])[cH:7]1.[ClH:24].[Na+:23].[OH-:22].[OH2:25]>>[Cl:1][c:2]1[c:3](-[c:13]2[nH:14][c:15]([C:20]#[N:21])[c:16]([C:18]([NH2:19])=[O:22])[n:17]2)[c:4]([Cl:12])[cH:5][c:6]([C:8]([F:9])([F:10])[F:11])[cH:7]1. Starting materials: CC1=CC=CC(=N1)N1C[C@@H]2CCNC[C@H]12 ((1R,6S)-8-(6-Methylpyridin-2-yl)-3,8-diazabicyclo[4.2.0]octane), ClC1=NC(=CC=C1)C (2-chloro-6-methylpyridine). The product is CC1=CC(=NC=C1)N1C[C@@H]2CCNC[C@H]12 ((1R,6S)-8-(4-Methylpyridin-2-yl)-3,8-diazabicyclo[4.2.0]octane). RXN SMILES: C[C:2]1[N:7]=[C:6]([N:8]2[C@@H:15]3[C@@H:10]([CH2:11][CH2:12][NH:13][CH2:14]3)[CH2:9]2)[CH:5]=[CH:4][CH:3]=1.Cl[C:17]1C=CC=C(C)N=1>>[CH3:17][C:4]1[CH:3]=[CH:2][N:7]=[C:6]([N:8]2[C@@H:15]3[C@@H:10]([CH2:11][CH2:12][NH:13][CH2:14]3)[CH2:9]2)[CH:5]=1. Procedure details: The title compound was prepared in a manner analogous to Intermediate 40, substituting 2-chloro-4-methylpyridine for 2-chloro-6-methylpyridine in step A. MS (ESI) mass calcd. for C12H17N3, 203.2; m/z found, 204.1 [M+H]+.